Dataset: the Open Reaction Database (ORD), a public repository of structured organic reaction records. Task: describe an organic reaction: reactants, conditions, products, and yield Reactants: CO, CCOC(C)=O, O=C(C=Cc1ccc(Cc2ccncc2)cc1)Nc1ccc(Cl)c(C(F)(F)F)c1. Yields the product O=C(CCc1ccc(Cc2ccncc2)cc1)Nc1ccc(Cl)c(C(F)(F)F)c1. As a reaction SMILES: [CH3:30][OH:31].[CH3:32][CH2:33][O:34][C:35]([CH3:36])=[O:37].[Cl:1][c:2]1[c:3]([C:26]([F:27])([F:28])[F:29])[cH:4][c:5]([NH:8][C:9]([CH:10]=[CH:11][c:12]2[cH:13][cH:14][c:15]([CH2:18][c:19]3[cH:20][cH:21][n:22][cH:23][cH:24]3)[cH:16][cH:17]2)=[O:25])[cH:6][cH:7]1>>[Cl:1][c:2]1[c:3]([C:26]([F:27])([F:28])[F:29])[cH:4][c:5]([NH:8][C:9]([CH2:10][CH2:11][c:12]2[cH:13][cH:14][c:15]([CH2:18][c:19]3[cH:20][cH:21][n:22][cH:23][cH:24]3)[cH:16][cH:17]2)=[O:25])[cH:6][cH:7]1. Starting materials: CCOCC (ether), C(C(=O)Cl)(=O)Cl (Oxalyl chloride), CN(C)C=O (DMF), C(C)OC(C=[N+]=[N-])=O (Diazoacetic acid ethyl ester). Run in C(Cl)(Cl)Cl (CHCl3). Conditions: temperature 40 celsius, time 10 minute. Product: C(C)OC(C(C=O)=[N+]=[N-])=O (2-diazo-3-oxo-propionic acid ethyl ester). Yield: 13.6%. As a reaction SMILES: C(Cl)(=O)[C:2](Cl)=[O:3].CN(C=O)C.[CH2:12]([O:14][C:15](=[O:19])[CH:16]=[N+:17]=[N-:18])[CH3:13].CCOCC>C(Cl)(Cl)Cl>[CH2:12]([O:14][C:15](=[O:19])[C:16](=[N+:17]=[N-:18])[CH:2]=[O:3])[CH3:13]. Procedure details: Oxalyl chloride (4.7 g, 30.1 mL, 37.0 mmol) was added to a cold (0-4° C.) solution of DMF (2.25 g, 2.4 mL, 30.8 mmol) in CHCl3 (20 mL) and stirring was continued for 10 minutes. The reaction mixture was heated at 40° C. for 10 minutes and cooled to −10° C. Diazoacetic acid ethyl ester (3.5 g, 3.5 mL, 30.6 mmol) was then added and stirred at room temperature for 1 hr. The reaction mixture was concentrated ether was then added, the precipite was collected and dissolved in 10% aq Hac (10 mL) and st... The reactants are [BH4-], CO, [Na+], O, CCOC(=O)CC(=O)CC(O)C=Cc1c(-c2ccccc2)c2ccccc2c(=O)n1C. Product: CCOC(=O)CC(O)CC(O)C=Cc1c(-c2ccccc2)c2ccccc2c(=O)n1C. As a reaction SMILES: [BH4-:32].[CH3:35][OH:36].[Na+:33].[OH2:34].[OH:1][CH:2]([CH2:3][C:4]([CH2:5][C:6](=[O:7])[O:8][CH2:9][CH3:10])=[O:11])[CH:12]=[CH:13][c:14]1[n:15]([CH3:31])[c:16](=[O:30])[c:17]2[cH:18][cH:19][cH:20][cH:21][c:22]2[c:23]1-[c:24]1[cH:25][cH:26][cH:27][cH:28][cH:29]1>>[OH:1][CH:2]([CH2:3][CH:4]([CH2:5][C:6](=[O:7])[O:8][CH2:9][CH3:10])[OH:11])[CH:12]=[CH:13][c:14]1[n:15]([CH3:31])[c:16](=[O:30])[c:17]2[cH:18][cH:19][cH:20][cH:21][c:22]2[c:23]1-[c:24]1[cH:25][cH:26][cH:27][cH:28][cH:29]1. The reactants are resultant product, C[P@](=O)(CC[P@](=O)(C(CC(C)(C)C)(C)C)C)C(CC(C)(C)C)(C)C ((−)-(S, S)-1,2-bis-[methyl(1,1,3,3-tetramethylbutyl)phosphinoyl]ethane). The solvent is C(Cl)(Cl)Cl (CHCl3). Product: CP(=O)(CCP(=O)(C(CC(C)(C)C)(C)C)C)C(CC(C)(C)C)(C)C (1,2-bis[Methyl(1,1,3,3-tetramethylbutyl)-phosphinoyl]ethane). Reaction SMILES: [CH3:1][P@@:2]([C:17]([CH3:24])([CH3:23])[CH2:18][C:19]([CH3:22])([CH3:21])[CH3:20])([CH2:4][CH2:5][P@@:6]([CH3:16])([C:8]([CH3:15])([CH3:14])[CH2:9][C:10]([CH3:13])([CH3:12])[CH3:11])=[O:7])=[O:3]>C(Cl)(Cl)Cl>[CH3:16][P:6]([C:8]([CH3:15])([CH3:14])[CH2:9][C:10]([CH3:13])([CH3:12])[CH3:11])([CH2:5][CH2:4][P:2]([CH3:1])([C:17]([CH3:23])([CH3:24])[CH2:18][C:19]([CH3:20])([CH3:21])[CH3:22])=[O:3])=[O:7]. Procedure: The resultant product was found to be (−)-(S, S)-1,2-bis-[methyl(1,1,3,3-tetramethylbutyl)phosphinoyl]ethane having an optical rotation of [α] 25D=−2.85 (C 1.05, CHCl3). The results of this compound analyzed by NMR and other means are shown below. Starting materials: BrC1=C(NC2=CC=CC=C12)C(=O)OCC (ethyl 3-bromoindole-2-carboxylate), [OH-].[Na+] (NaOH). Solvent: CCO (EtOH), O (water). The product is BrC1=C(NC2=CC=CC=C12)C(=O)O (3-Bromoindole-2-carboxylic acid). The yield is 96.7%. As a reaction SMILES: [Br:1][C:2]1[C:10]2[C:5](=[CH:6][CH:7]=[CH:8][CH:9]=2)[NH:4][C:3]=1[C:11]([O:13]CC)=[O:12].[OH-].[Na+]>CCO.O>[Br:1][C:2]1[C:10]2[C:5](=[CH:6][CH:7]=[CH:8][CH:9]=2)[NH:4][C:3]=1[C:11]([OH:13])=[O:12] |f:1.2|. Procedure: A solution of ethyl 3-bromoindole-2-carboxylate (54.40 g, 203 mmol) in EtOH (600 ml) and water (50 ml) with NaOH (20.20 g, 505 mmol) was refluxed for 1 h. The mixture was cooled and the sodium salt of the title compound was removed by filtration. This was acidified (aqueous 3N HCl) and extracted with ethyl acetate. The organic extract was washed with water then brine, dried (sodium sulfate) and concentrated. Crystallization from ethyl acetate afforded the product (47.1 g, 88%). mp 201°-203° C. The reactants are COC=1N=NC(=CC1C1=CC=C2C=NC(=NN21)O)OC (7-(3,6-Dimethoxy-pyridazin-4-yl)-pyrrolo[2,1-f][1,2,4]triazin-2-ol), C1=CC=C(C=C1)N(S(=O)(=O)C(F)(F)F)S(=O)(=O)C(F)(F)F (N-Phenylbis(trifluoromethanesulphonimide)), C(C)(C)N(C(C)C)CC (N,N-Diisopropylethylamine), CN(C=O)C (N,N-Dimethylformamide), NC1=CC=C(C=C1)C1CCN(CC1)CC(=O)N (2-[4-(4-Amino-phenyl)-piperidin-1-yl]-acetamide). Yields the product COC=1N=NC(=CC1C1=CC=C2C=NC(=NN21)NC2=CC=C(C=C2)C2CCN(CC2)CC(=O)N)OC (2-(4-{4-[7-(3,6-Dimethoxy-pyridazin-4-yl)-pyrrolo[2,1-f][1,2,4]triazin-2-ylamino]-phenyl}-piperidin-1-yl)-acetamide). Isolated yield 15.4%. Reaction SMILES: [CH3:1][O:2][C:3]1[N:4]=[N:5][C:6]([O:19][CH3:20])=[CH:7][C:8]=1[C:9]1[N:17]2[C:12]([CH:13]=[N:14][C:15](O)=[N:16]2)=[CH:11][CH:10]=1.C1C=CC(N(S(C(F)(F)F)(=O)=O)S(C(F)(F)F)(=O)=O)=CC=1.C(N(CC)C(C)C)(C)C.CN(C)C=O.[NH2:56][C:57]1[CH:62]=[CH:61][C:60]([CH:63]2[CH2:68][CH2:67][N:66]([CH2:69][C:70]([NH2:72])=[O:71])[CH2:65][CH2:64]2)=[CH:59][CH:58]=1>>[CH3:1][O:2][C:3]1[N:4]=[N:5][C:6]([O:19][CH3:20])=[CH:7][C:8]=1[C:9]1[N:17]2[C:12]([CH:13]=[N:14][C:15]([NH:56][C:57]3[CH:62]=[CH:61][C:60]([CH:63]4[CH2:64][CH2:65][N:66]([CH2:69][C:70]([NH2:72])=[O:71])[CH2:67][CH2:68]4)=[CH:59][CH:58]=3)=[N:16]2)=[CH:11][CH:10]=1. Reported procedure: 7-(3,6-Dimethoxy-pyridazin-4-yl)-pyrrolo[2,1-f][1,2,4]triazin-2-ol (70 mg, 0.2 mmol), N-Phenylbis(trifluoromethanesulphonimide) (95.1 mg, 0.266 mmol), N,N-Diisopropylethylamine (0.126 mL, 0.726 mmol), and N,N-Dimethylformamide (2 mL, 30 mmol) and stir at room temperature for half an hour. Add 2-[4-(4-Amino-phenyl)-piperidin-1-yl]-acetamide (90.3 mg, 0.387 mmol) and stir at 60° C. overnight. An LCMS showed product. The reaction was concentrated, DMSO added, filtered and placed onto the Gilson for... The reactants are N[C@H](C(=O)O)CC1=CC=C(C=C1)OCCC=1N=C(OC1C)C1=CC=CC=C1 ((2S)-2-amino-3-{4-[2-(5-methyl-2-phenyl-1,3oxazol-4-yl)ethoxy]phenyl}propanoic acid), FC1=C(C=CC(=C1F)F)C(C#CC)=O (1-(2,3,4-trifluorophenyl)-2-butyn-1-one), CCN(C(C)C)C(C)C (DIEA). Run in CO (MeOH). The product is C/C(=C/C(C1=C(C(=C(C=C1)F)F)F)=O)/N[C@H](C(=O)O)CC1=CC=C(C=C1)OCCC=1N=C(OC1C)C1=CC=CC=C1 ((2S)-2-{[(Z)-1-methyl-3-oxo-3-(2,3,4-trifluorophenyl)-1-propenyl]amino}-3-{4-[2-(5-methyl-2-phenyl-1,3-oxazol-4-yl)ethoxy]phenyl}propanoic acid). Yield: 58.6%. RXN SMILES: [NH2:1][C@@H:2]([CH2:6][C:7]1[CH:12]=[CH:11][C:10]([O:13][CH2:14][CH2:15][C:16]2[N:17]=[C:18]([C:22]3[CH:27]=[CH:26][CH:25]=[CH:24][CH:23]=3)[O:19][C:20]=2[CH3:21])=[CH:9][CH:8]=1)[C:3]([OH:5])=[O:4].[F:28][C:29]1[C:34]([F:35])=[C:33]([F:36])[CH:32]=[CH:31][C:30]=1[C:37](=[O:41])[C:38]#[C:39][CH3:40].CCN(C(C)C)C(C)C>CO>[CH3:40]/[C:39](/[NH:1][C@@H:2]([CH2:6][C:7]1[CH:12]=[CH:11][C:10]([O:13][CH2:14][CH2:15][C:16]2[N:17]=[C:18]([C:22]3[CH:27]=[CH:26][CH:25]=[CH:24][CH:23]=3)[O:19][C:20]=2[CH3:21])=[CH:9][CH:8]=1)[C:3]([OH:5])=[O:4])=[CH:38]/[C:37](=[O:41])[C:30]1[CH:31]=[CH:32][C:33]([F:36])=[C:34]([F:35])[C:29]=1[F:28]. Reported procedure: A mixture of 680 mg (1.85 mmol) of Intermediate 45, 367 mg (1.85 mmol) of Intermediate 36, and 0.67 mL (3.7 mmol) of DIEA in 15 mL of MeOH was refluxed overnight (14 h). The solvent was evaporated under reduced pressure and the residue purified directly by silica gel chromatography. Elution with 5%-20% MeOH in CH2Cl2 gave 612 mg (58% yield) of the title compound as a solid: TLC (DCM/MeOH, 4/1): Rf=0.50; 1H NMR (DMSO-d6, 300 MHz) δ11.35 (d, 1H, J=9.0), 7.87 (m, 2H), 7.48 (m, 4H), 7.3 (q, 1H, J=5....